Dataset: the Open Reaction Database (ORD), a public repository of structured organic reaction records. Task: describe an organic reaction: reactants, conditions, products, and yield Starting materials: O=C1CCC(=O)N1Br, CC(C)(C)[Si](C)(C)Oc1cccc2ccc(C(F)(F)F)nc12, ClCCl. Yields the product CC(C)(C)[Si](C)(C)Oc1ccc(Br)c2ccc(C(F)(F)F)nc12. RXN SMILES: [Br:23][N:24]1[C:25](=[O:26])[CH2:27][CH2:28][C:29]1=[O:30].[C:1]([CH3:2])([CH3:3])([CH3:4])[Si:5]([O:6][c:7]1[cH:8][cH:9][cH:10][c:11]2[cH:12][cH:13][c:14]([C:17]([F:18])([F:19])[F:20])[n:15][c:16]12)([CH3:21])[CH3:22].[Cl:31][CH2:32][Cl:33]>>[C:1]([CH3:2])([CH3:3])([CH3:4])[Si:5]([O:6][c:7]1[cH:8][cH:9][c:10]([Br:23])[c:11]2[cH:12][cH:13][c:14]([C:17]([F:18])([F:19])[F:20])[n:15][c:16]12)([CH3:21])[CH3:22]. The reactants are CC(=O)O, O=N[O-], [Na+], CC(C)(C)c1cc2cc(NC(=O)C3(c4ccc5c(c4)OCO5)CC3)ccc2[nH]1, O. The product is CC(C)(C)c1[nH]c2ccc(NC(=O)C3(c4ccc5c(c4)OCO5)CC3)cc2c1N. Reaction SMILES: [C:33]([OH:34])(=[O:35])[CH3:36].[N:29]([O-:30])=[O:31].[Na+:32].[O:1]1[CH2:2][O:3][c:4]2[c:5]1[cH:6][cH:7][c:8]([C:10]1([C:13](=[O:14])[NH:15][c:16]3[cH:17][c:18]4[cH:19][c:20]([C:25]([CH3:26])([CH3:27])[CH3:28])[nH:21][c:22]4[cH:23][cH:24]3)[CH2:11][CH2:12]1)[cH:9]2.[OH2:37]>>[O:1]1[CH2:2][O:3][c:4]2[c:5]1[cH:6][cH:7][c:8]([C:10]1([C:13](=[O:14])[NH:15][c:16]3[cH:17][c:18]4[c:19]([NH2:29])[c:20]([C:25]([CH3:26])([CH3:27])[CH3:28])[nH:21][c:22]4[cH:23][cH:24]3)[CH2:11][CH2:12]1)[cH:9]2. Starting materials: C(C)OC(C(CCCCCC)SC1=CC=C(C=C1)O)=O (2-(4-hydroxy-phenylsulfanyl)-octanoic acid ethyl ester), BrCC#CC (1-bromo-2-butyne). As a reaction SMILES: [CH2:1]([O:3][C:4](=[O:20])[CH:5]([S:12][C:13]1[CH:18]=[CH:17][C:16]([OH:19])=[CH:15][CH:14]=1)[CH2:6][CH2:7][CH2:8][CH2:9][CH2:10][CH3:11])[CH3:2].Br[CH2:22][C:23]#[C:24][CH3:25]>>[CH2:1]([O:3][C:4](=[O:20])[CH:5]([S:12][C:13]1[CH:14]=[CH:15][C:16]([O:19][CH2:22][C:23]#[C:24][CH3:25])=[CH:17][CH:18]=1)[CH2:6][CH2:7][CH2:8][CH2:9][CH2:10][CH3:11])[CH3:2]. The product is C(C)OC(C(CCCCCC)SC1=CC=C(C=C1)OCC#CC)=O (2-(4-But-2-ynyloxy-phenylsulfanyl)-octanoic acid ethyl ester). Procedure details: 2-(4-But-2-ynyloxy-phenylsulfanyl)-octanoic acid ethyl ester was prepared according to the general method as outlined in Example 1 (Step 2). Starting from 2-(4-hydroxy-phenylsulfanyl)-octanoic acid ethyl ester 13.6 g, 46 mmol) and 1-bromo-2-butyne(6.23 g, 47mmol). Yield 13.78 g (86%); amber oil; MS: 349.0 (M+H)+ Starting materials: C(C1=CC=CC=C1)OC(=O)NCC=1C=C(C=CC1)C1(CCNCC1)C#N (4-(3-benzyloxycarbonylaminomethyl-phenyl)-piperidine-4-carbonitrile), C(C)N1CCOCC1 (N-ethylmopholine), C(CC1=CC=CC=C1)C=1C=C(C=NC1)C(=O)O (5-phenethylpyridine-3-carboxylic acid), CN(C)C(=[N+](C)C)ON1C2=C(C=CC=C2)N=N1.[B-](F)(F)(F)F (TBTU). The solvent is C(C)#N (acetonitrile). Run at time 2 hour. Product: C(C1=CC=CC=C1)OC(=O)NCC=1C=C(C=CC1)C1(CCN(CC1)C(=O)C=1C=NC=C(C1)CCC1=CC=CC=C1)C#N (4-(3-Benzyloxycarbonylaminomethyl-phenyl)-1-(5-phenethyl-pyridine-3-carbonyl)-piperidine-4-carbonitrile). The yield is 108.5%. Reaction SMILES: [CH2:1]([O:8][C:9]([NH:11][CH2:12][C:13]1[CH:14]=[C:15]([C:19]2([C:25]#[N:26])[CH2:24][CH2:23][NH:22][CH2:21][CH2:20]2)[CH:16]=[CH:17][CH:18]=1)=[O:10])[C:2]1[CH:7]=[CH:6][CH:5]=[CH:4][CH:3]=1.C(N1CCOCC1)C.CN(C(ON1N=NC2C=CC=CC1=2)=[N+](C)C)C.[B-](F)(F)(F)F.[CH2:57]([C:65]1[CH:66]=[C:67]([C:71](O)=[O:72])[CH:68]=[N:69][CH:70]=1)[CH2:58][C:59]1[CH:64]=[CH:63][CH:62]=[CH:61][CH:60]=1>C(#N)C>[CH2:1]([O:8][C:9]([NH:11][CH2:12][C:13]1[CH:14]=[C:15]([C:19]2([C:25]#[N:26])[CH2:24][CH2:23][N:22]([C:71]([C:67]3[CH:68]=[N:69][CH:70]=[C:65]([CH2:57][CH2:58][C:59]4[CH:64]=[CH:63][CH:62]=[CH:61][CH:60]=4)[CH:66]=3)=[O:72])[CH2:21][CH2:20]2)[CH:16]=[CH:17][CH:18]=1)=[O:10])[C:2]1[CH:7]=[CH:6][CH:5]=[CH:4][CH:3]=1 |f:2.3|. Reported procedure: To a solution of 0.15 g (0.33 mmole) of 4-(3-benzyloxycarbonylaminomethyl-phenyl)-piperidine-4-carbonitrile in 20 ml of acetonitrile was added 0.038 g (0.33 mmole) of N-ethylmopholine followed by 0.11 g (0.33 mmole) of TBTU. To this solution was added 0.075 g (0,33 mmole) of 5-phenethylpyridine-3-carboxylic acid in portions over 10 minutes. The mixture was stirred for 2 hours. The solution was concentrated and the residue was purified by flash chromatography using 95:5 dichloromethane:methanol t... Procedure details: A mixture of 5.23 g of (3-bromthien-2-yl) (2-methoxyphenyl)methanone hydrazone and 47 ml of ethoxyethanol was heated at 75° C. and to it a solution of potassium hydroxide in water (1.88 g in 9.15 ml) was added. The reaction mixture was blanketed with nitrogen. After stirring for 10 minutes, 50 mg of CuCl was then added and stirring was continued until completion of the reaction (45 minutes). The reaction mixture was then allowed to cool to room temperature, quenched with water and the organics w... Yields the product COC1=C(C=CC=C1)C=1C2=C(NN1)C=CS2 (3-(2-Methoxyphenyl)-1H-thieno[3,2-c]pyrazole). Reagents/catalysts: Cl[Cu] (CuCl). The reactants are BrC1=C(SC=C1)C(=NN)C1=C(C=CC=C1)OC ((3-bromthien-2-yl) (2-methoxyphenyl)methanone hydrazone), C(C)OC(C)O (ethoxyethanol), [OH-].[K+] (potassium hydroxide). Run in ClCCl (dichloromethane), O (water). Yield: 53.5%. Run at time 10 minute. RXN SMILES: Br[C:2]1[CH:6]=[CH:5][S:4][C:3]=1[C:7]([C:10]1[CH:15]=[CH:14][CH:13]=[CH:12][C:11]=1[O:16][CH3:17])=[N:8][NH2:9].C(OC(O)C)C.[OH-].[K+]>O.ClCCl.Cl[Cu]>[CH3:17][O:16][C:11]1[CH:12]=[CH:13][CH:14]=[CH:15][C:10]=1[C:7]1[C:3]2[S:4][CH:5]=[CH:6][C:2]=2[NH:9][N:8]=1 |f:2.3|. Starting materials: C(CCC)[Li] (n-Butyl lithium), CC=1N(C=C(N1)CC1(CC1)C(F)(F)F)C(C1=CC=CC=C1)(C1=CC=CC=C1)C1=CC=CC=C1 (2-methyl-4-{[1-(trifluoromethyl)cyclopropyl]methyl}-1-trityl-1H-imidazole), BrC=1C=C2CCC(C2=CC1)=O (5-bromoindan-1-one). The solvent is C1CCOC1 (THF), C1CCOC1 (THF). Reaction conditions: temperature -78 celsius, time 5 minute. Yields the product BrC=1C=C2CCC(C2=CC1)(O)CC=1N(C=C(N1)CC1(CC1)C(F)(F)F)C(C1=CC=CC=C1)(C1=CC=CC=C1)C1=CC=CC=C1 (5-bromo-1-[(4-{[1-(trifluoromethyl)cyclopropyl]methyl}-1-trityl-1H-imidazol-2-yl)methyl]indan-1-ol). RXN SMILES: C([Li])CCC.[CH3:6][C:7]1[N:8]([C:20]([C:33]2[CH:38]=[CH:37][CH:36]=[CH:35][CH:34]=2)([C:27]2[CH:32]=[CH:31][CH:30]=[CH:29][CH:28]=2)[C:21]2[CH:26]=[CH:25][CH:24]=[CH:23][CH:22]=2)[CH:9]=[C:10]([CH2:12][C:13]2([C:16]([F:19])([F:18])[F:17])[CH2:15][CH2:14]2)[N:11]=1.[Br:39][C:40]1[CH:41]=[C:42]2[C:46](=[CH:47][CH:48]=1)[C:45](=[O:49])[CH2:44][CH2:43]2>C1COCC1>[Br:39][C:40]1[CH:41]=[C:42]2[C:46](=[CH:47][CH:48]=1)[C:45]([CH2:6][C:7]1[N:8]([C:20]([C:33]3[CH:38]=[CH:37][CH:36]=[CH:35][CH:34]=3)([C:27]3[CH:28]=[CH:29][CH:30]=[CH:31][CH:32]=3)[C:21]3[CH:22]=[CH:23][CH:24]=[CH:25][CH:26]=3)[CH:9]=[C:10]([CH2:12][C:13]3([C:16]([F:17])([F:18])[F:19])[CH2:14][CH2:15]3)[N:11]=1)([OH:49])[CH2:44][CH2:43]2. Reported procedure: n-Butyl lithium (14.8 mL, 23.7 mmol) was added to a solution of 2-methyl-4-{[1-(trifluoromethyl)cyclopropyl]methyl}-1-trityl-1H-imidazole (7.05 g, 15.8 mmol) in THF (30 mL) at −78° C. After 5 min, a solution of 5-bromoindan-1-one (5 g, 23.7 mmol) in THF (2 mL) was added dropwise to the reaction mixture. The solution was stirred at −78° C. for 2 h. The reaction was quenched with the addition of saturated aqueous NH4Cl. The organic layer was washed with brine, dried (MgSO4), filtered, and concentr...